From a dataset of the Open Reaction Database (ORD), a public repository of structured organic reaction records. describe an organic reaction: reactants, conditions, products, and yield The reactants are C(C)(C)(C)NS(=O)(=O)C1=C(C=CC(=C1)N=CN(C)C)C(=O)OC (N-tert-butyl-2-methoxycarbonyl-5-(2-dimethylamino-1-azaethenyl)benzenesulfonamide). Run in FC(C(=O)O)(F)F (trifluoroacetic acid). Product: CN(C=NC=1C=CC(=C(C1)S(=O)(=O)N)C(=O)OC)C (5-(2-dimethylamino-1-azaethenyl)-2-methoxycarbonyl-benzenesulfonamide). Reaction SMILES: C([NH:5][S:6]([C:9]1[CH:14]=[C:13]([N:15]=[CH:16][N:17]([CH3:19])[CH3:18])[CH:12]=[CH:11][C:10]=1[C:20]([O:22][CH3:23])=[O:21])(=[O:8])=[O:7])(C)(C)C>FC(F)(F)C(O)=O>[CH3:18][N:17]([CH3:19])[CH:16]=[N:15][C:13]1[CH:12]=[CH:11][C:10]([C:20]([O:22][CH3:23])=[O:21])=[C:9]([S:6]([NH2:5])(=[O:8])=[O:7])[CH:14]=1. Procedure details: A mixture of 2.13 g of N-tert-butyl-2-methoxycarbonyl-5-(2-dimethylamino-1-azaethenyl)benzenesulfonamide and 20 ml of trifluoroacetic acid is stirred at room temperature until the reaction has ended. The volatile components are then distilled off under reduced pressure. The residue is washed with diisopropyl ether and then with NaHCO3 solution. This affords 1.77 g of the desired compound. Reactants: BrC1=CC=CC2=C1N1C(=N2)N(CCCC1)C1=C(C=C(C=C1)Cl)Cl (7-bromo-1-(2,4-dichlorophenyl)-2,3,4,5-tetrahydro-1H-[1,3]diazepino[1,2-a]benzimidazole), C(CCC)[Li] (n-butyllithium), C(CC)=O (propionaldehyde). Solvent: [Cl-].[NH4+] (ammonium chloride), O1CCCC1 (tetrahydrofuran). Reaction conditions: time 10 minute. The product is ClC1=C(C=CC(=C1)Cl)N1CCCCN2C1=NC1=C2C(=CC=C1)C(CC)O (1-[1-(2,4-Dichlorophenyl)-2,3,4,5-tetrahydro-1H-[1,3]diazepino[1,2-a]benzimidazol-7-yl]propan-1-ol). The yield is 18.6%. Reaction SMILES: Br[C:2]1[C:7]2[N:8]3[CH2:15][CH2:14][CH2:13][CH2:12][N:11]([C:16]4[CH:21]=[CH:20][C:19]([Cl:22])=[CH:18][C:17]=4[Cl:23])[C:9]3=[N:10][C:6]=2[CH:5]=[CH:4][CH:3]=1.C([Li])CCC.[CH:29](=[O:32])[CH2:30][CH3:31]>O1CCCC1.[Cl-].[NH4+]>[Cl:23][C:17]1[CH:18]=[C:19]([Cl:22])[CH:20]=[CH:21][C:16]=1[N:11]1[C:9]2=[N:10][C:6]3[CH:5]=[CH:4][CH:3]=[C:2]([CH:29]([OH:32])[CH2:30][CH3:31])[C:7]=3[N:8]2[CH2:15][CH2:14][CH2:13][CH2:12]1 |f:4.5|. Reported procedure: To a solution of 7-bromo-1-(2,4-dichlorophenyl)-2,3,4,5-tetrahydro-1H-[1,3]diazepino[1,2-a]benzimidazole (570 mg, 1.39 mmol) in tetrahydrofuran (10 mL) was added n-butyllithium (1.60 M solution in n-hexane, 0.97 mL, 1.55 mmol) at −78° C., and the mixture was stirred for 10 min. To the mixture was added propionaldehyde (0.30 mL, 4.16 mmol), and the mixture was stirred at −78° C. for 10 min, at 0° C. for 3 hr. The mixture was diluted with saturated aqueous ammonium chloride and extracted with ethy... Reactants: ClC1=CC=C(CN2C(=C(C3=CC(=CC=C23)C(C)C)SC2=CC=CC=C2)CC(=O)OCC)C=C1 (ethyl 1-(p-chlorobenzyl)-3-phenylthio-5-(i-propyl) -indole-2-acetate), C(C)(C)[N-]C(C)C.[Li+] (lithium diisopropylamide). The solvent is O1CCCC1 (tetrahydrofuran). Yields the product ClC1=CC=C(CN2C(=C(C3=CC(=CC=C23)C(C)C)SC2=CC=CC=C2)C(C(=O)OCC)C)C=C1 (ethyl 1-(p-chlorobenzyl)-α-methyl-3-phenylthio-5-(i-propyl)-indole-2-acetate). As a reaction SMILES: [Cl:1][C:2]1[CH:33]=[CH:32][C:5]([CH2:6][N:7]2[C:15]3[C:10](=[CH:11][C:12]([CH:16]([CH3:18])[CH3:17])=[CH:13][CH:14]=3)[C:9]([S:19][C:20]3[CH:25]=[CH:24][CH:23]=[CH:22][CH:21]=3)=[C:8]2[CH2:26][C:27]([O:29][CH2:30][CH3:31])=[O:28])=[CH:4][CH:3]=1.[CH:34]([N-]C(C)C)(C)C.[Li+]>O1CCCC1>[Cl:1][C:2]1[CH:3]=[CH:4][C:5]([CH2:6][N:7]2[C:15]3[C:10](=[CH:11][C:12]([CH:16]([CH3:17])[CH3:18])=[CH:13][CH:14]=3)[C:9]([S:19][C:20]3[CH:25]=[CH:24][CH:23]=[CH:22][CH:21]=3)=[C:8]2[CH:26]([CH3:34])[C:27]([O:29][CH2:30][CH3:31])=[O:28])=[CH:32][CH:33]=1 |f:1.2|. Reported procedure: Following the procedure of Example 6, Step 1, but using ethyl 1-(p-chlorobenzyl)-3-phenylthio -5-(i-propyl)-indole-2-acetate (Example 10, Step 1) as the starting material, lithium diisopropylamide as base, and tetrahydrofuran as solvent, ethyl 1-(p-chlorobenzyl)-α-methyl-3-phenylthio-5-(i-propyl)-indole-2-acetate was prepared. Starting materials: C(C)C=1C=CC=C2C=CC=C(C12)OCOC (8-ethyl-1-methoxymethoxynaphthalene), CN(C=O)C (N,N-dimethylformamide), O (water). Solvent: CCOCC (ether), CCCCCC (hexane), C(CCC)[Li] (n-butyl lithium). Conditions: time 2 hour. The product is C(C)C=1C=CC=C2C=CC(=C(C12)OCOC)C=O (8-ethyl-1-methoxymethoxy-2-naphthalenecarbaldehyde). Reaction SMILES: [CH2:1]([C:3]1[CH:4]=[CH:5][CH:6]=[C:7]2[C:12]=1[C:11]([O:13][CH2:14][O:15][CH3:16])=[CH:10][CH:9]=[CH:8]2)[CH3:2].CN(C)[CH:19]=[O:20].O>CCOCC.CCCCCC.C([Li])CCC>[CH2:1]([C:3]1[CH:4]=[CH:5][CH:6]=[C:7]2[C:12]=1[C:11]([O:13][CH2:14][O:15][CH3:16])=[C:10]([CH:19]=[O:20])[CH:9]=[CH:8]2)[CH3:2]. Reported procedure: 300 g of 8-ethyl-1-methoxymethoxynaphthalene was dissolved in 2.2 liters of absolute ether, in which 1.3 liters of a hexane solution of 1.6M n-butyl lithium was gently dropped at -20° C. in a stream of nitrogen. After the dropping, the solution was raised to room temperature and agitated for 2 hours. It was again cooled down to -40° C., to which 215 ml of N,N-dimethylformamide was added. After agitation for 30 minutes, 100 ml of water was added and the resultant organic phase was washed with a s... The reactants are ClC1=NC(=CN=C1)OCC1=CC=C(C=C1)C1=NC=CC=C1 (2-chloro-6-[{4-(2-pyridinyl)benzyl}oxy]pyrazine), C(=O)([O-])[O-].[K+].[K+] (K2CO3), N1=C(C=CC=C1)C1=CC=C(C=O)C=C1 (4-(2-pyridyl)benzaldehyde), N1=C(C=CC=C1)C1=CC=C(CO)C=C1 (4-(2-pyridinyl)benzyl alcohol), N1CCNCC1 (piperazine). The product is N1=C(C=CC=C1)C1=CC=C(COC2=NC(=CN=C2)N2CCNCC2)C=C1 (2-[{4-(2-Pyridinyl)benzyl}oxy]-6-(1-piperazinyl)pyrazine). RXN SMILES: Cl[C:2]1[CH:7]=[N:6][CH:5]=[C:4]([O:8][CH2:9][C:10]2[CH:15]=[CH:14][C:13]([C:16]3[CH:21]=[CH:20][CH:19]=[CH:18][N:17]=3)=[CH:12][CH:11]=2)[N:3]=1.N1C=CC=CC=1C1C=CC(CO)=CC=1.[NH:36]1[CH2:41][CH2:40][NH:39][CH2:38][CH2:37]1.C([O-])([O-])=O.[K+].[K+].N1C=CC=CC=1C1C=CC(C=O)=CC=1>>[N:17]1[CH:18]=[CH:19][CH:20]=[CH:21][C:16]=1[C:13]1[CH:14]=[CH:15][C:10]([CH2:9][O:8][C:4]2[CH:5]=[N:6][CH:7]=[C:2]([N:36]3[CH2:41][CH2:40][NH:39][CH2:38][CH2:37]3)[N:3]=2)=[CH:11][CH:12]=1 |f:3.4.5|. Reported procedure: The title compound was prepared according to the procedure of example 50, step 2, starting from 2-chloro-6-[{4-(2-pyridinyl)benzyl}oxy]pyrazine (2.73 g, 9.16 mmol; obtained according to the procedure of example 50, step 1, starting from 4-(2-pyridinyl)benzyl alcohol*), piperazine (2.41 g, 27.9 mmol) and K2CO3 (1.33 g, 9.62 mmol) with the exception that the final filtration through alumina was omitted. The yield of the of the title compound was 2.06 g (65%) which was obtained as a beige colored o... Reactants: Cl (hydrochloric acid), C([O-])([O-])=O.[K+].[K+] (Potassium carbonate), COCN=C=S (methoxymethyl isothiocyanate), C(#N)C1=CC(=C(C=C1)OC1=NNC(=C1)C)C(F)(F)F (3-(4-cyano-2-trifluoromethylphenyloxy)-5-methylpyrazole). The solvent is C(C)(=O)OCC (ethyl acetate). Conditions: time 8 hour. Yields the product COCNC(=S)N1N=C(C=C1C)OC1=C(C=C(C=C1)C#N)C(F)(F)F (N-methoxymethyl-3-(4-cyano-2-trifluoromethylphenyloxy)-5-methylpyrazole-1-carbothioamide). The yield is 32.4%. As a reaction SMILES: C(=O)([O-])[O-].[K+].[K+].[CH3:7][O:8][CH2:9][N:10]=[C:11]=[S:12].[C:13]([C:15]1[CH:20]=[CH:19][C:18]([O:21][C:22]2[CH:26]=[C:25]([CH3:27])[NH:24][N:23]=2)=[C:17]([C:28]([F:31])([F:30])[F:29])[CH:16]=1)#[N:14].Cl>C(OCC)(=O)C>[CH3:7][O:8][CH2:9][NH:10][C:11]([N:24]1[C:25]([CH3:27])=[CH:26][C:22]([O:21][C:18]2[CH:19]=[CH:20][C:15]([C:13]#[N:14])=[CH:16][C:17]=2[C:28]([F:29])([F:30])[F:31])=[N:23]1)=[S:12] |f:0.1.2|. Procedure: Potassium carbonate (0.23 g, 1.7 mmol) and methoxymethyl isothiocyanate (0.15 g, 1.5 mmol) were added to a solution of 3-(4-cyano-2-trifluoromethylphenyloxy)-5-methylpyrazole (0.40 g, 1.5 mmol) in ethyl acetate (10 ml), and the mixture was stirred at room temperature overnight. After completion of the reaction, the reaction mixture was poured into 2N hydrochloric acid and extracted with ethyl acetate (10 ml×3). An organic layer was washed with water, dried over anhydrous magnesium sulfate and fi... The reactants are CC(C)(OC(=O)[C@@H](CCN1C(C=2C=C3C(=CC2C1=O)C=CC=C3)=O)N[C@@H](CC(C)C)C(=O)O)C (N-[(R)-1-[(1,1-dimethylethoxy)carbonyl]-3-(1,3-dihydro-1,3-dioxo-2H-benz[f]isoindol-2-yl)propyl]-L-leucine), N-methyl-4-morpholine, C1(CCCCC1)N=C=NC1CCCCC1 (dicyclohexylcarbodiimide), CN(C)C=O (DMF), OC1=CC=CC=2NN=NC21 (hydroxybenzotriazol). Solvent: O (H2O). Conditions: temperature 0 celsius, time 24 hour. The product is CC(C)(C)OC([C@@H](CCN1C(C=2C=C3C(=CC2C1=O)C=CC=C3)=O)N[C@@H](CC(C)C)C(=O)NCC=3N=NNN3)=O (4-(1,3-Dihydro-1,3-dioxo-2H-benz[f]isoindol-2-yl)-2-(R)-[[3-methyl-1-(S)-[[(2H-tetrazol-5-ylmethyl)amino]carbonyl]butyl]amino]-butanoic acid-1,1-dimethylethyl ester). RXN SMILES: [CH3:1][C:2]([CH3:34])([O:4][C:5]([C@H:7]([NH:25][C@H:26]([C:31]([OH:33])=O)[CH2:27][CH:28]([CH3:30])[CH3:29])[CH2:8][CH2:9][N:10]1[C:18](=[O:19])[C:17]2[CH:16]=[C:15]3[CH:20]=[CH:21][CH:22]=[CH:23][C:14]3=[CH:13][C:12]=2[C:11]1=[O:24])=[O:6])[CH3:3].C[N:36]([CH:38]=O)C.OC1C2[N:48]=[N:47][NH:46]C=2C=CC=1.[CH:50]1([N:56]=C=NC2CCCCC2)CCCCC1>O>[CH3:3][C:2]([O:4][C:5](=[O:6])[C@H:7]([NH:25][C@H:26]([C:31]([NH:56][CH2:50][C:38]1[N:36]=[N:48][NH:47][N:46]=1)=[O:33])[CH2:27][CH:28]([CH3:30])[CH3:29])[CH2:8][CH2:9][N:10]1[C:18](=[O:19])[C:17]2[CH:16]=[C:15]3[CH:20]=[CH:21][CH:22]=[CH:23][C:14]3=[CH:13][C:12]=2[C:11]1=[O:24])([CH3:1])[CH3:34]. Procedure: 100 mg of N-[(R)-1-[(1,1-dimethylethoxy)carbonyl]-3-(1,3-dihydro-1,3-dioxo-2H-benz[f]isoindol-2-yl)propyl]-L-leucine, prepared as in Example L, was added to 2 mL DMF. 39.2 mg of hydroxybenzotriazol.H2O was added to the mixture, followed by 28.2 mL of N-methyl-4-morpholine and 38.3 mg of (2-methyl-2H-tetrazo-5-ylmethyl)amine The mixture was cooled to 0° C. and 52.8 mg of dicyclohexylcarbodiimide was added. The mixture was allowed to warm to 23° C. and was stirred for 24 h. The solvents were remov... Starting materials: CNCCCCCC1Cc2cc(OC3CCCCO3)ccc2C2CCC3(C)C(OC(C)=O)CCC3C12, CO, CCOC(C)=O, [Na+], [OH-]. Product: CNCCCCCC1Cc2cc(OC3CCCCO3)ccc2C2CCC3(C)C(O)CCC3C12. Reaction SMILES: [C:1](=[O:2])([CH3:3])[O:4][CH:5]1[C:6]2([CH3:7])[CH:8]([CH2:9][CH2:10]1)[CH:11]1[CH:12]([CH2:30][CH2:31][CH2:32][CH2:33][CH2:34][NH:35][CH3:36])[CH2:13][c:14]3[cH:15][c:16]([O:23][CH:24]4[O:25][CH2:26][CH2:27][CH2:28][CH2:29]4)[cH:17][cH:18][c:19]3[CH:20]1[CH2:21][CH2:22]2.[CH3:39][OH:40].[CH3:41][CH2:42][O:43][C:44](=[O:45])[CH3:46].[Na+:38].[OH-:37]>>[OH:4][CH:5]1[C:6]2([CH3:7])[CH:8]([CH2:9][CH2:10]1)[CH:11]1[CH:12]([CH2:30][CH2:31][CH2:32][CH2:33][CH2:34][NH:35][CH3:36])[CH2:13][c:14]3[cH:15][c:16]([O:23][CH:24]4[O:25][CH2:26][CH2:27][CH2:28][CH2:29]4)[cH:17][cH:18][c:19]3[CH:20]1[CH2:21][CH2:22]2. The reactants are N[C@H]([C@@H](C(=O)NC1CC1)O)CC ((2S,3S)-3-amino-N-cyclopropyl-2-hydroxypentanamide), C1(=CC=CC=C1)CCN (2-phenylethanamine). Yields the product N[C@H]([C@@H](C(=O)NCCC1=CC=CC=C1)O)CC ((2S,3S)-3-Amino-2-hydroxy-N-phenethylpentanamide). RXN SMILES: [NH2:1][C@@H:2]([CH2:11][CH3:12])[C@H:3]([OH:10])[C:4](NC1CC1)=[O:5].[C:13]1([CH2:19][CH2:20][NH2:21])[CH:18]=[CH:17][CH:16]=[CH:15][CH:14]=1>>[NH2:1][C@@H:2]([CH2:11][CH3:12])[C@H:3]([OH:10])[C:4]([NH:21][CH2:20][CH2:19][C:13]1[CH:18]=[CH:17][CH:16]=[CH:15][CH:14]=1)=[O:5]. Reported procedure: The title compound was prepared in analogy to (2S,3S)-3-amino-N-cyclopropyl-2-hydroxypentanamide, Representative Procedure B, using 2-phenylethanamine in the seventh step (step B7). The reactants are S1C2=C(C(=C1)C(=O)C=CC(=O)O)C=CC=C2 (3-(benzo[b]thien-3-ylcarbonyl)acrylic acid), N1[C@H](C(=O)O)CCC1 (L-proline), N,N'-carbonyldiimidazole. Run in O1CCCC1 (tetrahydrofuran). Yields the product S1C2=C(C(=C1)C(=O)C=CC(=O)N1[C@H](C(=O)O)CCC1)C=CC=C2 (1-[3-(benzo[b]thien-3-ylcarbonyl)acryloyl]-L-proline). Reaction SMILES: [S:1]1[CH:5]=[C:4]([C:6]([CH:8]=[CH:9][C:10]([OH:12])=O)=[O:7])[C:3]2[CH:13]=[CH:14][CH:15]=[CH:16][C:2]1=2.[NH:17]1[CH2:24][CH2:23][CH2:22][C@H:18]1[C:19]([OH:21])=[O:20]>O1CCCC1>[S:1]1[CH:5]=[C:4]([C:6]([CH:8]=[CH:9][C:10]([N:17]2[CH2:24][CH2:23][CH2:22][C@H:18]2[C:19]([OH:21])=[O:20])=[O:12])=[O:7])[C:3]2[CH:13]=[CH:14][CH:15]=[CH:16][C:2]1=2. Reported procedure: As for Example 1, 3-(benzo[b]thien-3-ylcarbonyl)acrylic acid (0.01 mole) is coupled to L-proline (0.01 mole) with N,N'-carbonyldiimidazole in tetrahydrofuran to give 1-[3-(benzo[b]thien-3-ylcarbonyl)acryloyl]-L-proline.